From a dataset of the Open Reaction Database (ORD), a public repository of structured organic reaction records. describe an organic reaction: reactants, conditions, products, and yield Starting materials: O=C1CCC(=O)N1Br, COc1ccc2c(c1)CCC(C)(C)C2=O, ClC(Cl)(Cl)Cl, CC(C)(C#N)N=NC(C)(C)C#N. Product: COc1ccc2c(c1)C(Br)CC(C)(C)C2=O. RXN SMILES: [Br:16][N:17]1[C:18](=[O:19])[CH2:20][CH2:21][C:22]1=[O:23].[CH3:1][O:2][c:3]1[cH:4][c:5]2[c:10]([cH:11][cH:12]1)[C:9](=[O:13])[C:8]([CH3:14])([CH3:15])[CH2:7][CH2:6]2.[Cl:36][C:37]([Cl:38])([Cl:39])[Cl:40].[N:24]#[C:25][C:26]([N:27]=[N:28][C:29]([C:30]#[N:31])([CH3:32])[CH3:33])([CH3:34])[CH3:35]>>[CH3:1][O:2][c:3]1[cH:4][c:5]2[c:10]([cH:11][cH:12]1)[C:9](=[O:13])[C:8]([CH3:14])([CH3:15])[CH2:7][CH:6]2[Br:16].